This data is from the Open Reaction Database (ORD), a public repository of structured organic reaction records. The task is: describe an organic reaction: reactants, conditions, products, and yield The reactants are COC1=NC=CC2=C1C=C(N2CCCCCCCC)C (4-Methoxy-2-methyl-1-octyl-1H-pyrrolo[3,2-c]pyridine). Solvent: CC(=O)O (AcOH), Br (HBr). Reaction conditions: temperature 105 celsius, time 16 hour. Product: CC1=CC=2C(NC=CC2N1CCCCCCCC)=O (2-Methyl-1-octyl-1,5-dihydro-pyrrolo[3,2-c]pyridin-4-one). As a reaction SMILES: C[O:2][C:3]1[C:8]2[CH:9]=[C:10]([CH3:20])[N:11]([CH2:12][CH2:13][CH2:14][CH2:15][CH2:16][CH2:17][CH2:18][CH3:19])[C:7]=2[CH:6]=[CH:5][N:4]=1>CC(O)=O.Br>[CH3:20][C:10]1[N:11]([CH2:12][CH2:13][CH2:14][CH2:15][CH2:16][CH2:17][CH2:18][CH3:19])[C:7]2[CH:6]=[CH:5][NH:4][C:3](=[O:2])[C:8]=2[CH:9]=1. Procedure details: To a stirred solution of 4-methoxy-2-methyl-1-octyl-1H-pyrrolo[3,2-c]pyridine 8 (0.22 g, 0.80 mmol) in AcOH (10 mL), 48% of HBr (5 mL) was added. The reaction mixture was heated to 105° C., and then stirred for 16 h, cooled to room temperature and evaporated. The obtained residue was dissolved in CH2Cl2 (80 mL), washed with saturated NaHCO3 (30 mL), brine (30 mL), dried over Na2SO4 and evaporated to afford crude product 9, which was used without further purification for next step. Yield: 207 mg ... Starting materials: C(#N)C1=CC=CC(=N1)O[C@@H]1CN(CC1)C(=O)OC(C)(C)C ((S)-tert-butyl 3-((6-cyanopyridin-2-yl)oxy)pyrrolidine-1-carboxylate), N(N)C(=O)OCC (ethyl hydrazinecarboxylate). The solvent is CCOC(=O)C (EtOAc), CN1CCCC1=O (NMP). Conditions: temperature 175 celsius. Product: O=C1NC(=NN1)C1=CC=CC(=N1)O[C@@H]1CN(CC1)C(=O)OC(C)(C)C ((S)-tert-butyl 3-((6-(5-oxo-4,5-dihydro-1H-1,2,4-triazol-3-yl)pyridin-2-yl)oxy)pyrrolidine-1-carboxylate). RXN SMILES: [C:1]([C:3]1[N:8]=[C:7]([O:9][C@H:10]2[CH2:14][CH2:13][N:12]([C:15]([O:17][C:18]([CH3:21])([CH3:20])[CH3:19])=[O:16])[CH2:11]2)[CH:6]=[CH:5][CH:4]=1)#[N:2].[NH:22]([C:24](OCC)=[O:25])[NH2:23]>CN1C(=O)CCC1.CCOC(C)=O>[O:25]=[C:24]1[NH:22][N:23]=[C:1]([C:3]2[N:8]=[C:7]([O:9][C@H:10]3[CH2:14][CH2:13][N:12]([C:15]([O:17][C:18]([CH3:21])([CH3:20])[CH3:19])=[O:16])[CH2:11]3)[CH:6]=[CH:5][CH:4]=2)[NH:2]1. Reported procedure: To crude (S)-tert-butyl 3-((6-cyanopyridin-2-yl)oxy)pyrrolidine-1-carboxylate (1.044 g) in NMP (1.5 mL) was added ethyl hydrazinecarboxylate (0.752 g, 7.22 mmol). The reaction mixture was heated at 175° C. overnight and was subsequently cooled and diluted with EtOAc. The organic phase was washed with saturated aqueous NH4Cl, dried, and concentrated to give the title compound, which was used without further purification. The reactants are ClC(C(=O)Cl)C1=CC=C(C=C1)OCC1=CC(=C(C=C1)Cl)Cl (2-Chloro-2-[4-(3,4-dichloro-benzyloxy)-phenyl]-acetyl chloride), C(C)(C)(C)OC(=O)N1CC2=CC(=C(C=C2C[C@H]1C(N[C@@H](CC1=CC=C(C=C1)C1=CC=C(C=C1)C#N)C(=O)OC)=O)N)O ((S)-6-amino-3-[(S)-2-(4′-cyano-biphenyl-4-yl)-1-methoxycarbonyl-ethylcarbamoyl]-7-hydroxy-3,4-dihydro-1H-isoquinoline-2-carboxylic acid tert-butyl ester), C([O-])([O-])=O.[K+].[K+] (potassium carbonate), C([O-])(O)=O.[Na+] (sodium bicarbonate). Run in CCOC(=O)C (EtOAc), O (water), CCOC(=O)C (EtOAc), O (water). Reaction conditions: time 1.5 hour. Yields the product C(C)(C)(C)OC(=O)N1CC=2C=C3O[C@H](C(NC3=CC2CC1C(N[C@@H](CC1=CC=C(C=C1)C1=CC=C(C=C1)C#N)C(=O)OC)=O)=O)C1=CC=C(C=C1)OCC1=CC(=C(C=C1)Cl)Cl ((S)-7-[(S)-2-(4′-Cyano-biphenyl-4-yl)-1-methoxycarbonyl-ethylcarbamoyl]-3-[4-(3,4-dichloro-benzyloxy)-phenyl]-2-oxo-1,2,3,5,7,8-hexahydro-4-oxa-1,6-diaza-anthracene-6-carboxylic acid tert-butyl ester). The yield is 61.7%. RXN SMILES: [C:1]([O:5][C:6]([N:8]1[C@H:17]([C:18](=[O:40])[NH:19][C@H:20]([C:36]([O:38][CH3:39])=[O:37])[CH2:21][C:22]2[CH:27]=[CH:26][C:25]([C:28]3[CH:33]=[CH:32][C:31]([C:34]#[N:35])=[CH:30][CH:29]=3)=[CH:24][CH:23]=2)[CH2:16][C:15]2[C:10](=[CH:11][C:12]([OH:42])=[C:13]([NH2:41])[CH:14]=2)[CH2:9]1)=[O:7])([CH3:4])([CH3:3])[CH3:2].C(=O)(O)[O-].[Na+].Cl[CH:49]([C:53]1[CH:58]=[CH:57][C:56]([O:59][CH2:60][C:61]2[CH:66]=[CH:65][C:64]([Cl:67])=[C:63]([Cl:68])[CH:62]=2)=[CH:55][CH:54]=1)[C:50](Cl)=[O:51].C(=O)([O-])[O-].[K+].[K+]>CCOC(C)=O.O>[C:1]([O:5][C:6]([N:8]1[CH:17]([C:18](=[O:40])[NH:19][C@H:20]([C:36]([O:38][CH3:39])=[O:37])[CH2:21][C:22]2[CH:27]=[CH:26][C:25]([C:28]3[CH:29]=[CH:30][C:31]([C:34]#[N:35])=[CH:32][CH:33]=3)=[CH:24][CH:23]=2)[CH2:16][C:15]2[CH:14]=[C:13]3[C:12]([O:42][C@@H:49]([C:53]4[CH:58]=[CH:57][C:56]([O:59][CH2:60][C:61]5[CH:66]=[CH:65][C:64]([Cl:67])=[C:63]([Cl:68])[CH:62]=5)=[CH:55][CH:54]=4)[C:50](=[O:51])[NH:41]3)=[CH:11][C:10]=2[CH2:9]1)=[O:7])([CH3:4])([CH3:2])[CH3:3] |f:1.2,4.5.6|. Procedure: (S)-6-amino-3-[(S)-2-(4′-cyano-biphenyl-4-yl)-1-methoxycarbonyl-ethylcarbamoyl]-7-hydroxy-3,4-dihydro-1H-isoquinoline-2-carboxylic acid tert-butyl ester (1.75 mmol) was dissolved in 5 mL EtOAc, 10 mL water and 15 g sodium bicarbonate added. 2-Chloro-2-[4-(3,4-dichloro-benzyloxy)-phenyl]-acetyl chloride (1.93 mmol) in 5 mL EtOAc was added to the mixture. The resulting mixture stirred at r.t. for 1.5 h. The organic layer was washed with brine, dried over sodium sulfate and concentrated. The result... The reactants are C1(=CC=CC=C1)C=1C=C(N=NC1)N1CCOCC1 (4-(5-Phenylpyridazin-3-yl)morpholine), CCOC(=O)C.CCCCCC (EtOAc hexane), ClC1=C(C=C(N=N1)N1CCOCC1)C1=CC=CC=C1 (4-(6-Chloro-5-phenylpyridazin-3-yl)morpholine), CO (MeOH). Reagents/catalysts: [Pd] (Pd/C). The solvent is C(Cl)Cl (CH2Cl2). Run at temperature 48 celsius. The product is C(C)OC(=O)C=1C(=C(N2N=C(C=C(C21)C2=CC=CC=C2)N2CCOCC2)CC=C)C(=O)OCC (7-Allyl-2-morpholin-4-yl-4-phenylpyrrolo[1,2-b]pyridazine-5,6-dicarboxylic acid diethyl ester). Reaction SMILES: [C:1]1([C:7]2[CH:8]=[C:9]([N:13]3[CH2:18][CH2:17][O:16][CH2:15][CH2:14]3)[N:10]=[N:11][CH:12]=2)[CH:6]=[CH:5][CH:4]=[CH:3][CH:2]=1.ClC1N=NC(N2CC[O:29][CH2:28][CH2:27]2)=CC=1C1C=CC=CC=1.[CH3:38][CH2:39][O:40][C:41]([CH3:43])=[O:42].[CH3:44][CH2:45][CH2:46][CH2:47][CH2:48][CH3:49].C[OH:51]>C(Cl)Cl.[Pd]>[CH2:39]([O:40][C:41]([C:43]1[C:45]([C:44]([O:29][CH2:28][CH3:27])=[O:51])=[C:46]([CH2:47][CH:48]=[CH2:49])[N:11]2[C:12]=1[C:7]([C:1]1[CH:2]=[CH:3][CH:4]=[CH:5][CH:6]=1)=[CH:8][C:9]([N:13]1[CH2:18][CH2:17][O:16][CH2:15][CH2:14]1)=[N:10]2)=[O:42])[CH3:38] |f:2.3|. Procedure details: 4-(5-Phenylpyridazin-3-yl)morpholine. A mixture of 4-(6-Chloro-5-phenylpyridazin-3-yl)morpholine (9.91 g, 35.9 mmol), HCO2NH4 (22.7 g, 0.359 mol), and 10% Pd/C (2 g) in MeOH (200 mL) was heated at 48° C. for 16 h. The reaction mixture was filtered through celite and the filtrate was concentrated in vacuo to provide a yellow solid. The solid was dissolved in CH2Cl2 and washed with water, dried over MgSO4, filtered, and concentrated in vacuo to provide a yellow solid. The title compound was obtain... The reactants are C(C)(C)(C)OC(=O)NC(C)C=1SC(=CN1)C(=O)O (2-(1-(tert-butoxycarbonylamino)ethyl)thiazole-5-carboxylic acid), [OH-].[K+] (KOH), C(C1=CC=CC=C1)Br (Benzyl bromide), [OH-].[K+] (KOH). Run in CS(=O)C (DMSO). Conditions: time 8 hour. Product: C(C)(C)(C)OC(=O)NC(C)C=1SC(=CN1)C(=O)OCC1=CC=CC=C1 (benzyl 2-(1-(tert-butoxycarbonylamino)ethyl)thiazole-5-carboxylate). Isolated yield 73.4%. RXN SMILES: [C:1]([O:5][C:6]([NH:8][CH:9]([C:11]1[S:12][C:13]([C:16]([OH:18])=[O:17])=[CH:14][N:15]=1)[CH3:10])=[O:7])([CH3:4])([CH3:3])[CH3:2].[OH-].[K+].[CH2:21](Br)[C:22]1[CH:27]=[CH:26][CH:25]=[CH:24][CH:23]=1>CS(C)=O>[C:1]([O:5][C:6]([NH:8][CH:9]([C:11]1[S:12][C:13]([C:16]([O:18][CH2:21][C:22]2[CH:27]=[CH:26][CH:25]=[CH:24][CH:23]=2)=[O:17])=[CH:14][N:15]=1)[CH3:10])=[O:7])([CH3:2])([CH3:3])[CH3:4] |f:1.2|. Procedure: To a solution of 2-(1-(tert-butoxycarbonylamino)ethyl)thiazole-5-carboxylic acid (0.14 g, 0.5 mmol) in DMSO (1 mL) was added KOH (0.031 g, 0.55 mmol). The mixture was stirred at room temperature until the full dissolution of KOH was observed. Benzyl bromide (0.06 mL, 0.53 mmol) was added and the reaction solution was stirred at room temperature overnight. The solution was partitioned between EtOAc and saturated aqueous NaHCO3. The organic layer was dried over anhydrous MgSO4, concentrated and pu...